describe an organic reaction: reactants, conditions, products, and yield From a dataset of the Open Reaction Database (ORD), a public repository of structured organic reaction records. Reactants: FC1=CC(=C(C=C1)C=1C2=C(N=C(N1)S(=O)(=O)C)N(C(C=C2)=O)C2=C(C=CC=C2)F)C (4-(4-fluoro-2-methyl-phenyl)-8-(2-fluoro-phenyl)-2-methanesulfonyl-8H-pyrido[2,3-d]pyrimidin-7-one), NC(CO)(C)C (2-amino-2-methyl-1-propanol). Solvent: C1CCOC1 (THF). Reaction conditions: time 3 day. Product: CC(CO)(C)NC=1N=C(C2=C(N1)N(C(C=C2)=O)C2=C(C=CC=C2)F)C2=C(C=C(C=C2)F)C (2-(1,1-dimethyl-2-hydroxyethylamino)-4-(4-fluoro-2-methylphenyl)-8-(2-fluorophenyl)-8H-pyrido[2,3-d]pyrimidin-7-one). As a reaction SMILES: [F:1][C:2]1[CH:7]=[CH:6][C:5]([C:8]2[C:9]3[CH:21]=[CH:20][C:19](=[O:22])[N:18]([C:23]4[CH:28]=[CH:27][CH:26]=[CH:25][C:24]=4[F:29])[C:10]=3[N:11]=[C:12](S(C)(=O)=O)[N:13]=2)=[C:4]([CH3:30])[CH:3]=1.[NH2:31][C:32]([CH3:36])([CH3:35])[CH2:33][OH:34]>C1COCC1>[CH3:35][C:32]([NH:31][C:12]1[N:13]=[C:8]([C:5]2[CH:6]=[CH:7][C:2]([F:1])=[CH:3][C:4]=2[CH3:30])[C:9]2[CH:21]=[CH:20][C:19](=[O:22])[N:18]([C:23]3[CH:28]=[CH:27][CH:26]=[CH:25][C:24]=3[F:29])[C:10]=2[N:11]=1)([CH3:36])[CH2:33][OH:34]. Procedure: The product of Example 59 (200 mg, 0.47 mmol) and 2-amino-2-methyl-1-propanol (94 mg, 1 mmol) were dissolved in THF (10 ml) and stirred under Ar at 50° for 3 days. The solvents were removed in vacuo, and the residue was partitioned between EtOAc and H2O. The organic phase was washed with H2O, satd aq NaCl, dried over anhyd Na2SO4, filtered and evaporated to give the crude product. Flash chromatography eluted with 0-15% EtOAc/CH2Cl2 gave the title compound as a light-yellow amorphous solid. mp 10... Starting materials: CCO, Cl, [H][H], C1CCOC1, CCOC(=O)C1CNCCCC1=O, [Ru]. The product is Cl, CCOC(=O)C1CNCCCC1O. Reaction SMILES: [CH3:22][CH2:23][OH:24].[ClH:1].[H:15][H:16].[O:17]1[CH2:18][CH2:19][CH2:20][CH2:21]1.[O:2]=[C:3]1[CH:4]([C:10](=[O:11])[O:12][CH2:13][CH3:14])[CH2:5][NH:6][CH2:7][CH2:8][CH2:9]1.[Ru:25]>>[ClH:1].[OH:2][CH:3]1[CH:4]([C:10](=[O:11])[O:12][CH2:13][CH3:14])[CH2:5][NH:6][CH2:7][CH2:8][CH2:9]1. The reactants are BrC1C(C2=CC=CC=C2C(C1)C)=O (2-bromo-4-methyl-1-tetralone), Cl.N1C=NC(=C1)CC(=S)N (4-imidazolyl thioacetamide hydrochloride). The product is N1C=NC(=C1)CC=1SC2=C(N1)C1=CC=CC=C1C(C2)C (2-(4-Imidazolylmethyl)-5-methyl-4,5-dihydronaphtho[1,2-d]-thiazole). RXN SMILES: Br[CH:2]1[CH2:11][CH:10]([CH3:12])[C:9]2[C:4](=[CH:5][CH:6]=[CH:7][CH:8]=2)[C:3]1=O.Cl.[NH:15]1[CH:19]=[C:18]([CH2:20][C:21]([NH2:23])=[S:22])[N:17]=[CH:16]1>>[NH:15]1[CH:19]=[C:18]([CH2:20][C:21]2[S:22][C:2]3[CH2:11][CH:10]([CH3:12])[C:9]4[C:4](=[CH:5][CH:6]=[CH:7][CH:8]=4)[C:3]=3[N:23]=2)[N:17]=[CH:16]1 |f:1.2|. Procedure details: Starting compounds: 2-bromo-4-methyl-1-tetralone, 4-imidazolyl thioacetamide hydrochloride Product: C(C)(=O)OCCCC1=NC=CC=C1 (3-(2-Pyridyl)propyl acetate). Procedure details: 2-Pyridinepropanol (2.0 g, 14.6 mmol) was dissolved in pyridine (5 ml), and acetic anhydride (3.0 g, 29.2 mmol) was added thereto. The reaction mixture was stirred at room temperature for 2.5 hrs, and subjected to a silica gel (75 g) column chromatography. The fractions eluted with hexane-ethyl acetate (3:1, v/v) were collected and concentrated to give the titled compound (2.6 g, 99%). Solvent: N1=CC=CC=C1 (pyridine). Run at time 2.5 hour. Reactants: N1=C(C=CC=C1)CCCO (2-Pyridinepropanol), C(C)(=O)OC(C)=O (acetic anhydride). Yield: 99.4%. Reaction SMILES: [N:1]1[CH:6]=[CH:5][CH:4]=[CH:3][C:2]=1[CH2:7][CH2:8][CH2:9][OH:10].[C:11](OC(=O)C)(=[O:13])[CH3:12]>N1C=CC=CC=1>[C:11]([O:10][CH2:9][CH2:8][CH2:7][C:2]1[CH:3]=[CH:4][CH:5]=[CH:6][N:1]=1)(=[O:13])[CH3:12].